Dataset: the Open Reaction Database (ORD), a public repository of structured organic reaction records. Task: describe an organic reaction: reactants, conditions, products, and yield Starting materials: [BH4-], CO, O=[N+]([O-])c1ccc(OCCN2CCCC2)c(Cl)c1, [NH4+], [Na+], [OH-]. Product: Nc1ccc(OCCN2CCCC2)c(Cl)c1. RXN SMILES: [BH4-:1].[CH3:23][OH:24].[Cl:3][c:4]1[c:5]([O:6][CH2:7][CH2:8][N:9]2[CH2:10][CH2:11][CH2:12][CH2:13]2)[cH:14][cH:15][c:16]([N+:18]([O-:19])=[O:20])[cH:17]1.[NH4+:22].[Na+:2].[OH-:21]>>[Cl:3][c:4]1[c:5]([O:6][CH2:7][CH2:8][N:9]2[CH2:10][CH2:11][CH2:12][CH2:13]2)[cH:14][cH:15][c:16]([NH2:18])[cH:17]1. Reactants: Cl (hydrochloric acid), COC=1C(=CC(=C(C(=O)N)C1)[N+](=O)[O-])OCCCN1CCOCC1 (5-methoxy-4-(3-morpholinopropoxy)-2-nitrobenzamide), COC=1C(=CC(=C(C(=O)N)C1)[N+](=O)[O-])OCCCN1CCOCC1 (5-methoxy-4-(3-morpholinopropoxy)-2-nitrobenzamide). Reagents/catalysts: [Fe] (iron). The solvent is CO (methanol). Reaction conditions: temperature 60 celsius. Yields the product NC1=C(C(=O)N)C=C(C(=C1)OCCCN1CCOCC1)OC (2-amino-5-methoxy-4-(3-morpholinopropoxy)benzamide), hydrochloride salt. Isolated yield 75.0%. RXN SMILES: Cl.[CH3:2][O:3][C:4]1[C:5]([O:16][CH2:17][CH2:18][CH2:19][N:20]2[CH2:25][CH2:24][O:23][CH2:22][CH2:21]2)=[CH:6][C:7]([N+:13]([O-])=O)=[C:8]([CH:12]=1)[C:9]([NH2:11])=[O:10]>CO.[Fe]>[NH2:13][C:7]1[CH:6]=[C:5]([O:16][CH2:17][CH2:18][CH2:19][N:20]2[CH2:25][CH2:24][O:23][CH2:22][CH2:21]2)[C:4]([O:3][CH3:2])=[CH:12][C:8]=1[C:9]([NH2:11])=[O:10]. Reported procedure: Concentrated hydrochloric acid (30 ml) was added to a suspension of 5-methoxy-4-(3-morpholinopropoxy)-2-nitrobenzamide (5.67 g) in methanol (150 ml) and the mixture was heated to 60° C. When the 5-methoxy-4-(3-morpholinopropoxy)-2-nitrobenzamide had dissolved, iron powder (5.6 g, 100 mmol) was added in portions to the reaction mixture which was then heated for 90 minutes. After cooling, the insolubles were removed by filtration through diatomaceous earth, the volatiles were removed from the filt... Starting materials: COc1ccc(COC(=O)CCCBr)cc1, O=C([O-])CCCBr, CCCCCCC(=O)c1c[nH]c2ccccc12, CCCCC(OCC=CC(=O)c1c[nH]c2ccccc12)c1ccc(CC(C)C)cc1. Product: CCCCC(OCC=CC(=O)c1cn(CCCC(=O)OCc2ccc(OC)cc2)c2ccccc12)c1ccc(CC(C)C)cc1. As a reaction SMILES: [Br:48][CH2:49][CH2:50][CH2:51][C:52](=[O:53])[O:54][CH2:55][c:56]1[cH:57][cH:58][c:59]([O:62][CH3:63])[cH:60][cH:61]1.[Br:64][CH2:65][CH2:66][CH2:67][C:68]([O-:69])=[O:70].[C:31]([c:32]1[c:33]2[c:34]([cH:35][cH:36][cH:37][cH:38]2)[nH:39][cH:40]1)(=[O:41])[CH2:42][CH2:43][CH2:44][CH2:45][CH2:46][CH3:47].[CH2:1]([CH:2]([CH3:3])[CH3:4])[c:5]1[cH:6][cH:7][c:8]([CH:11]([CH2:12][CH2:13][CH2:14][CH3:15])[O:16][CH2:17][CH:18]=[CH:19][C:20](=[O:21])[c:22]2[cH:23][nH:24][c:25]3[cH:26][cH:27][cH:28][cH:29][c:30]23)[cH:9][cH:10]1>>[CH2:1]([CH:2]([CH3:3])[CH3:4])[c:5]1[cH:6][cH:7][c:8]([CH:11]([CH2:12][CH2:13][CH2:14][CH3:15])[O:16][CH2:17][CH:18]=[CH:19][C:20](=[O:21])[c:22]2[cH:23][n:24]([CH2:49][CH2:50][CH2:51][C:52](=[O:53])[O:54][CH2:55][c:56]3[cH:57][cH:58][c:59]([O:62][CH3:63])[cH:60][cH:61]3)[c:25]3[cH:26][cH:27][cH:28][cH:29][c:30]23)[cH:9][cH:10]1. Starting materials: COC(=O)C=1C=2C(=CNC2C=CC1)CN (3-(aminomethyl)indole -4-carboxylic acid methyl ester), COC(C=1C=2C(=CNC2C=CC1)C=O)=NO (3-formylindole -4 -carboxylic acid methyl ester oxime), [OH-].[Na+] (NaOH), [H][H] (hydrogen). The reagents and catalysts are [Pt]=O (platinum oxide). Solvent: C(C)(=O)O (acetic acid), C(C)(=O)O (acetic acid), O (water). Product: C1N=CC=C2C(C=CC=C12)=O (isoquinolin-5(1 H)-one). RXN SMILES: CO[C:3](=NO)[C:4]1[C:5]2[C:6](C=O)=[CH:7][NH:8][C:9]=2[CH:10]=[CH:11][CH:12]=1.[H][H].C[O:20]C(C1C2C(CN)=CNC=2C=CC=1)=O.[OH-].[Na+]>C(O)(=O)C.O.[Pt]=O>[CH2:3]1[C:4]2[C:5]([C:9](=[O:20])[CH:10]=[CH:11][CH:12]=2)=[CH:6][CH:7]=[N:8]1 |f:3.4|. Reported procedure: A mixture of 3-formylindole -4 -carboxylic acid methyl ester oxime (1.6 g), described in Example 2 and platinum oxide (120 mg) in 60 ml of acetic acid is stirred in a hydrogen atmosphere for 16 hr. Removal of the catalyst and concentration of the solution affords an oily residue [the acetic acid addition salt of 3-(aminomethyl)indole -4-carboxylic acid methyl ester] . The oil is suspended in water. The mixture is rendered alkaline with 10% NaOH. The solid is collected, triturated with 30% aceton... Reactants: N1(CCNCC1)C1=C(C(=C2C(C(=CN(C2=C1)C1CC1)C(=O)OCC)=O)C)F (ethyl 7-(1-piperazinyl)-1-cyclopropyl-6-fluoro-5-methyl-1,4-dihydro-4-oxoquinoline-3-carboxylate), aqueous solution, [OH-].[Na+] (sodium hydroxide), C(C)O (ethanol). Run in O (water). Product: N1(CCNCC1)C1=C(C(=C2C(C(=CN(C2=C1)C1CC1)C(=O)O)=O)C)F (7-(1-piperazinyl)-1-cyclopropyl-6-fluoro-5-methyl-1,4-dihydro-4-oxoquinoline-3-carboxylic acid). The yield is 56.4%. RXN SMILES: [N:1]1([C:7]2[CH:16]=[C:15]3[C:10]([C:11](=[O:25])[C:12]([C:20]([O:22]CC)=[O:21])=[CH:13][N:14]3[CH:17]3[CH2:19][CH2:18]3)=[C:9]([CH3:26])[C:8]=2[F:27])[CH2:6][CH2:5][NH:4][CH2:3][CH2:2]1.[OH-].[Na+].C(O)C>O>[N:1]1([C:7]2[CH:16]=[C:15]3[C:10]([C:11](=[O:25])[C:12]([C:20]([OH:22])=[O:21])=[CH:13][N:14]3[CH:17]3[CH2:18][CH2:19]3)=[C:9]([CH3:26])[C:8]=2[F:27])[CH2:6][CH2:5][NH:4][CH2:3][CH2:2]1 |f:1.2|. Reported procedure: To ethyl 7-(1-piperazinyl)-1-cyclopropyl-6-fluoro-5-methyl-1,4-dihydro-4-oxoquinoline-3-carboxylate (23 mg) are added 10% aqueous solution of sodium hydroxide (3 ml) and ethanol (3 ml), and the mixture is refluxed for 1 hour. After cooling, the reaction mixture is diluted with water and washed with dichloromethane. After the aqueous layer is made acidic with acetic acid and then made weak alkaline with an aqueous sodium hydrogen carbonate. The resultant is extracted with dichloromethane and the ...